Dataset: the Open Reaction Database (ORD), a public repository of structured organic reaction records. Task: describe an organic reaction: reactants, conditions, products, and yield Reactants: N1N=NN=C1C1=C(C=CC=C1)SC1=C(C=CC=C1)NC(=O)C1=CC=C(OCC(=O)OC)C=C1 (methyl 4-[2-[2-(1H-tetrazol-5-yl)phenylthio]phenylcarbamoyl]-p-henoxyacetate), [OH-].[Na+] (sodium hydroxide). Solvent: C(C)O (ethanol). The product is N1N=NN=C1C1=C(C=CC=C1)SC1=C(C=CC=C1)NC(=O)C1=CC=C(OCC(=O)O)C=C1 (4-[2-[2-(1H-Tetrazol-5-yl)phenylthio]phenylcarbamoyl]phenoxyacetic acid). The yield is 86.9%. RXN SMILES: [NH:1]1[C:5]([C:6]2[CH:11]=[CH:10][CH:9]=[CH:8][C:7]=2[S:12][C:13]2[CH:18]=[CH:17][CH:16]=[CH:15][C:14]=2[NH:19][C:20]([C:22]2[CH:33]=[CH:32][C:25]([O:26][CH2:27][C:28]([O:30]C)=[O:29])=[CH:24][CH:23]=2)=[O:21])=[N:4][N:3]=[N:2]1.[OH-].[Na+]>C(O)C>[NH:4]1[C:5]([C:6]2[CH:11]=[CH:10][CH:9]=[CH:8][C:7]=2[S:12][C:13]2[CH:18]=[CH:17][CH:16]=[CH:15][C:14]=2[NH:19][C:20]([C:22]2[CH:23]=[CH:24][C:25]([O:26][CH2:27][C:28]([OH:30])=[O:29])=[CH:32][CH:33]=2)=[O:21])=[N:1][N:2]=[N:3]1 |f:1.2|. Procedure details: In 10 ml of ethanol was suspended 0.38 g of methyl 4-[2-[2-(1H-tetrazol-5-yl)phenylthio]phenylcarbamoyl]-p-henoxyacetate followed by addition of 1 ml of 10% sodium hydroxide, and the mixture was heated on a water bath for 10 minutes. After cooling, the reaction mixture was acidified with concentrated hydrochloic acid and diluted with water. The precipitate was collected by filtration and washed with water, ethanol and ethyl acetate in the order mentioned to give 0.32 g of the title compound as w... Starting materials: C(C)OC1=CC=C(\C=C/2\C(N(C(S2)=O)CCNC(C)=O)=O)C=C1 ((Z)—N-(2-(5-(4-ethoxybenzylidene)-2,4-dioxothiazolidin-3-yl)ethyl)acetamide), NCCN1C(S\C(\C1=O)=C/C1=CC=C(C=C1)OCC)=O ((Z)-3-(2-aminoethyl)-5-(4-ethoxybenzylidene)thiazolidine-2,4-dione), ClC(=O)OCC(C)C (isobutyl chloroformate), CCN(C(C)C)C(C)C (DIPEA). Product: C(C)OC1=CC=C(\C=C/2\C(N(C(S2)=O)CCNC(OCC(C)C)=O)=O)C=C1 ((Z)-isobutyl (2-(5-(4-ethoxybenzylidene)-2,4-dioxothiazolidin-3-yl)ethyl)carbamate). As a reaction SMILES: [NH2:1][CH2:2][CH2:3][N:4]1[C:8](=[O:9])/[C:7](=[CH:10]/[C:11]2[CH:16]=[CH:15][C:14]([O:17][CH2:18][CH3:19])=[CH:13][CH:12]=2)/[S:6][C:5]1=[O:20].Cl[C:22]([O:24][CH2:25][CH:26]([CH3:28])[CH3:27])=[O:23].CCN(C(C)C)C(C)C.C(OC1C=CC(/C=C2/C(=O)N(CCNC(=O)C)C(=O)S/2)=CC=1)C>>[CH2:18]([O:17][C:14]1[CH:15]=[CH:16][C:11](/[CH:10]=[C:7]2/[C:8](=[O:9])[N:4]([CH2:3][CH2:2][NH:1][C:22](=[O:23])[O:24][CH2:25][CH:26]([CH3:28])[CH3:27])[C:5](=[O:20])[S:6]/2)=[CH:12][CH:13]=1)[CH3:19]. Procedure: The title compound 26c was prepared from compound 76 (70 mg, 0.17 mmol), isobutyl chloroformate (25 μL, 0.19 mmol) and DIPEA (75 μL, 0.43 mmol) in a manner similar to that described for 25a in 96.4% (65 mg) yield as a light-yellow solid. Reactants: C(C1=CC=CC=C1)N1CC(C(C1)C1=CC=CC=C1)C=O (1-Benzyl-3-(SR)-formyl-4-(SR)-phenylpyrrolidine), OC1CCNCC1 (4-hydroxypiperidine), C(C)(=O)O[BH-](OC(C)=O)OC(C)=O.[Na+] (sodium triacetoxyborohydride). Product: C(C1=CC=CC=C1)N1CC(C(C1)C1=CC=CC=C1)CN1CCC(CC1)O (1-Benzyl-3-(SR)-(4-hydroxypiperidin-1-ylmethyl)-4-(SR)-phenyl-pyrrolidine). The yield is 52.7%. As a reaction SMILES: [CH2:1]([N:8]1[CH2:12][CH:11]([C:13]2[CH:18]=[CH:17][CH:16]=[CH:15][CH:14]=2)[CH:10]([CH:19]=O)[CH2:9]1)[C:2]1[CH:7]=[CH:6][CH:5]=[CH:4][CH:3]=1.[OH:21][CH:22]1[CH2:27][CH2:26][NH:25][CH2:24][CH2:23]1.C(O[BH-](OC(=O)C)OC(=O)C)(=O)C.[Na+]>>[CH2:1]([N:8]1[CH2:12][CH:11]([C:13]2[CH:14]=[CH:15][CH:16]=[CH:17][CH:18]=2)[CH:10]([CH2:19][N:25]2[CH2:26][CH2:27][CH:22]([OH:21])[CH2:23][CH2:24]2)[CH2:9]1)[C:2]1[CH:3]=[CH:4][CH:5]=[CH:6][CH:7]=1 |f:2.3|. Procedure details: The title compound was prepared from 500 mg of 1-Benzyl-3-(SR)-formyl-4-(SR)-phenylpyrrolidine, 196 mg of 4-hydroxypiperidine and 597 mg of sodium triacetoxyborohydride using a procedure analogous to that described in Example 9, Step B to provide 348 mg of the title compound. RF : 0.16 (5% MeOH in CH2Cl3). 1H NMR (300 MHz, CDCl3): δ1.35-1.54 (m, 2H), 1.69-1.83 (m, 2H), 1.93-2.05 (m, 2H), 2.36-2.71 (m, 7H), 3.89-3.01 (m, 3H), 3.55-3.72 (m, 3H), 7.14-7.38 (m, 10H). Mass Spectrum (NH3 -CI): 351.3 (... The reactants are ClCCCl, CN1CCOCC1, CCCCC(N)C(O)c1nnc(-c2ccccc2)o1, O=C(O)C(CS(=O)(=O)Cc1ccccc1)NC(=O)N1CCOCC1, On1nnc2ccccc21. The product is CCCCC(NC(=O)C(CS(=O)(=O)Cc1ccccc1)NC(=O)N1CCOCC1)C(O)c1nnc(-c2ccccc2)o1. RXN SMILES: [CH2:54]([Cl:55])[CH2:56][Cl:57].[CH3:58][N:59]1[CH2:60][CH2:61][O:62][CH2:63][CH2:64]1.[NH2:25][CH:26]([CH:27]([OH:28])[c:29]1[o:30][c:31](-[c:34]2[cH:35][cH:36][cH:37][cH:38][cH:39]2)[n:32][n:33]1)[CH2:40][CH2:41][CH2:42][CH3:43].[O:1]1[CH2:2][CH2:3][N:4]([C:7](=[O:8])[NH:9][CH:10]([C:11](=[O:12])[OH:13])[CH2:14][S:15](=[O:16])(=[O:17])[CH2:18][c:19]2[cH:20][cH:21][cH:22][cH:23][cH:24]2)[CH2:5][CH2:6]1.[OH:44][n:45]1[c:46]2[c:47]([cH:48][cH:49][cH:50][cH:51]2)[n:52][n:53]1>>[O:1]1[CH2:2][CH2:3][N:4]([C:7](=[O:8])[NH:9][CH:10]([C:11](=[O:13])[NH:25][CH:26]([CH:27]([OH:28])[c:29]2[o:30][c:31](-[c:34]3[cH:35][cH:36][cH:37][cH:38][cH:39]3)[n:32][n:33]2)[CH2:40][CH2:41][CH2:42][CH3:43])[CH2:14][S:15](=[O:16])(=[O:17])[CH2:18][c:19]2[cH:20][cH:21][cH:22][cH:23][cH:24]2)[CH2:5][CH2:6]1. The reactants are N1(CCC1)C(=O)NC1=NC=CC(=C1)OC1=CC(=C(C=C1)NC(=O)C1(CC1)C(=O)NC1=CC=C(C=C1)F)F (N-[4-({2-[(Azetidin-1-ylcarbonyl)amino]pyridin-4-yl}oxy)-2-fluorophenyl]-N′-(4-fluorophenyl)cyclopropane-1,1-dicarboxamide), Cl (hydrochloric acid). Run in CC(=O)C (acetone), CC(=O)C (acetone). Run at time 3 hour. Product: Cl.N1(CCC1)C(=O)NC1=NC=CC(=C1)OC1=CC(=C(C=C1)NC(=O)C1(CC1)C(=O)NC1=CC=C(C=C1)F)F (N-[4-({2-[(Azetidin-1-ylcarbonyl)amino]pyridin-4-yl}oxy)-2-fluorophenyl]-N′-(4-fluorophenyl)cyclopropane-1,1-dicarboxamide hydrochloride). The yield is 97.0%. As a reaction SMILES: [N:1]1([C:5]([NH:7][C:8]2[CH:13]=[C:12]([O:14][C:15]3[CH:20]=[CH:19][C:18]([NH:21][C:22]([C:24]4([C:27]([NH:29][C:30]5[CH:35]=[CH:34][C:33]([F:36])=[CH:32][CH:31]=5)=[O:28])[CH2:26][CH2:25]4)=[O:23])=[C:17]([F:37])[CH:16]=3)[CH:11]=[CH:10][N:9]=2)=[O:6])[CH2:4][CH2:3][CH2:2]1.[ClH:38]>CC(C)=O>[ClH:38].[N:1]1([C:5]([NH:7][C:8]2[CH:13]=[C:12]([O:14][C:15]3[CH:20]=[CH:19][C:18]([NH:21][C:22]([C:24]4([C:27]([NH:29][C:30]5[CH:31]=[CH:32][C:33]([F:36])=[CH:34][CH:35]=5)=[O:28])[CH2:25][CH2:26]4)=[O:23])=[C:17]([F:37])[CH:16]=3)[CH:11]=[CH:10][N:9]=2)=[O:6])[CH2:4][CH2:3][CH2:2]1 |f:3.4|. Procedure details: N-[4-({2-[(Azetidin-1-ylcarbonyl)amino]pyridin-4-yl}oxy)-2-fluorophenyl]-N′-(4-fluorophenyl)cyclopropane-1,1-dicarboxamide (25.4 mg) was suspended in acetone (0.254 ml). To this was added a 5M hydrochloric acid (0.010 ml) at room temperature, followed by stirring for 3 hr. After adding of acetone (0.127 ml), insoluble matter was collected by filtration and washed with acetone (0.127 ml, twice). This was dried under aeration at room temperature, then hot air-dried at 60° C. to provide the titled ... Starting materials: COc1ccc(Cn2nnc(C(=O)O)c2C(=O)c2cc(OC)c(C)cc2[N+](=O)[O-])cc1, CCO, CCOC(C)=O, [H][H]. Product: COc1ccc(Cn2nnc(C(=O)O)c2C(=O)c2cc(OC)c(C)cc2N)cc1. RXN SMILES: [CH3:1][O:2][c:3]1[cH:4][cH:5][c:6]([CH2:7][n:8]2[n:9][n:10][c:11]([C:27](=[O:28])[OH:29])[c:12]2[C:13]([c:14]2[c:15]([N+:23]([O-:24])=[O:25])[cH:16][c:17]([CH3:22])[c:18]([O:20][CH3:21])[cH:19]2)=[O:26])[cH:30][cH:31]1.[CH3:34][CH2:35][OH:36].[CH3:37][CH2:38][O:39][C:40](=[O:41])[CH3:42].[H:32][H:33]>>[CH3:1][O:2][c:3]1[cH:4][cH:5][c:6]([CH2:7][n:8]2[n:9][n:10][c:11]([C:27](=[O:28])[OH:29])[c:12]2[C:13]([c:14]2[c:15]([NH2:23])[cH:16][c:17]([CH3:22])[c:18]([O:20][CH3:21])[cH:19]2)=[O:26])[cH:30][cH:31]1. Reactants: C, CCC(CC)(c1ccc(C#CC(O)(C(F)(F)F)C(F)(F)F)c(C)c1)c1ccc(B2OC(C)(C)C(C)(C)O2)c(C)c1, CO, [H][H], [Pd]. Product: CCC(CC)(c1ccc(CCC(O)(C(F)(F)F)C(F)(F)F)c(C)c1)c1ccc(B2OC(C)(C)C(C)(C)O2)c(C)c1. RXN SMILES: [C:45].[CH2:1]([CH3:2])[C:3]([CH2:4][CH3:5])([c:6]1[cH:7][c:8]([CH3:21])[c:9]([B:12]2[O:13][C:14]([CH3:19])([CH3:20])[C:15]([CH3:17])([CH3:18])[O:16]2)[cH:10][cH:11]1)[c:22]1[cH:23][c:24]([CH3:40])[c:25]([C:28]#[C:29][C:30]([C:31]([F:32])([F:33])[F:34])([OH:35])[C:36]([F:37])([F:38])[F:39])[cH:26][cH:27]1.[CH3:43][OH:44].[H:41][H:42].[Pd:46]>>[CH2:1]([CH3:2])[C:3]([CH2:4][CH3:5])([c:6]1[cH:7][c:8]([CH3:21])[c:9]([B:12]2[O:13][C:14]([CH3:19])([CH3:20])[C:15]([CH3:17])([CH3:18])[O:16]2)[cH:10][cH:11]1)[c:22]1[cH:23][c:24]([CH3:40])[c:25]([CH2:28][CH2:29][C:30]([C:31]([F:32])([F:33])[F:34])([OH:35])[C:36]([F:37])([F:38])[F:39])[cH:26][cH:27]1.